The task is: describe an organic reaction: reactants, conditions, products, and yield. This data is from the Open Reaction Database (ORD), a public repository of structured organic reaction records. Reactants: C(CCC)C1=CN=C2N1C(CC=C2)C2=CC=C(C=C2)C2=C(C=CC=C2)C2=NN=NN2 (3-Butyl-5,6-dihydro-5-[2'-(1H-tetrazol-5-yl)[1,1'-biphenyl]-4-yl]imidazo[1,2-a]pyridine), [H][H] (hydrogen), bicyclic olefin imidazole. The reagents and catalysts are [Pd] (palladium on charcoal). Solvent: C(C)O (ethanol). The product is C(CCC)C1=CN=C2N1C(CCC2)C2=CC=C(C=C2)C2=C(C=CC=C2)C2=NN=NN2 (3-Butyl-5,6,7,8-tetrahydro-5-[2'-(1H-tetrazol-5-yl)[1,1'-biphenyl]-4-yl]imidazo[1,2-a]pyridine). As a reaction SMILES: [CH2:1]([C:5]1[N:9]2[CH:10]([C:14]3[CH:19]=[CH:18][C:17]([C:20]4[CH:25]=[CH:24][CH:23]=[CH:22][C:21]=4[C:26]4[NH:30][N:29]=[N:28][N:27]=4)=[CH:16][CH:15]=3)[CH2:11][CH:12]=[CH:13][C:8]2=[N:7][CH:6]=1)[CH2:2][CH2:3][CH3:4].[H][H]>[Pd].C(O)C>[CH2:1]([C:5]1[N:9]2[CH:10]([C:14]3[CH:19]=[CH:18][C:17]([C:20]4[CH:25]=[CH:24][CH:23]=[CH:22][C:21]=4[C:26]4[NH:30][N:29]=[N:28][N:27]=4)=[CH:16][CH:15]=3)[CH2:11][CH2:12][CH2:13][C:8]2=[N:7][CH:6]=1)[CH2:2][CH2:3][CH3:4]. Procedure details: A suspension of bicyclic olefin imidazole (0.1 mmol, the title compound of Example 1434) and 20 mg (0,019 mmol) of 10% palladium on charcoal in 2 mL of absolute ethanol is agitated on a Parr apparatus under 50 psi of hydrogen gas at room temperature until the reaction is complete. The mixture is filtered through a pad of celite, concentrated in vacuo and purified to give the title compound of Example 1436.